This data is from the Open Reaction Database (ORD), a public repository of structured organic reaction records. The task is: describe an organic reaction: reactants, conditions, products, and yield Reaction SMILES: [CH3:4][N:5]1[CH2:6][CH:7]([CH2:11][C:12](=[O:13])[c:14]2[c:15]([F:20])[cH:16][cH:17][cH:18][cH:19]2)[CH2:8][CH2:9][CH2:10]1.[N:1]#[C:2][Br:3].[cH:21]1[cH:22][cH:23][cH:24][cH:25][cH:26]1>>[N:1]#[C:4][N:5]1[CH2:6][CH:7]([CH2:11][C:12](=[O:13])[c:14]2[c:15]([F:20])[cH:16][cH:17][cH:18][cH:19]2)[CH2:8][CH2:9][CH2:10]1. Yields the product N#CN1CCCC(CC(=O)c2ccccc2F)C1. Reactants: CN1CCCC(CC(=O)c2ccccc2F)C1, N#CBr, c1ccccc1.